The task is: describe an organic reaction: reactants, conditions, products, and yield. This data is from the Open Reaction Database (ORD), a public repository of structured organic reaction records. Starting materials: COC(=O)C=1C(N=C(NC1C)OC)C1=CC=C(C=C1)C#N (4-(4-Cyanophenyl)-2-methoxy-6-methyl-1,4-dihydropyrimidine-5-carboxylic acid methyl ester), ClC(=O)OC1=CC=C(C=C1)[N+](=O)[O-] (4-nitrophenyl chloroformate), Cl.C(C=C)NN (allyl hydrazine hydrochloride), CCN(C(C)C)C(C)C (DIPEA). Run in C(Cl)Cl (DCM), N1=CC=CC=C1 (pyridine), C(Cl)Cl (DCM), CC#N (CH3CN). Run at temperature 0 celsius, time 1.5 hour. Product: COC(=O)C1=C(NC=2N(C1C1=CC=C(C=C1)C#N)C(N(N2)CC=C)=O)C (2-Allyl-5-(4-cyanophenyl)-7-methyl-3-oxo-2,3,5,8-tetrahydro-[1,2,4]triazolo[4,3-a]pyrimidine-6-carboxylic acid methyl ester). Yield: 56.9%. RXN SMILES: [CH3:1][O:2][C:3]([C:5]1[CH:6]([C:14]2[CH:19]=[CH:18][C:17]([C:20]#[N:21])=[CH:16][CH:15]=2)[N:7]=[C:8](OC)[NH:9][C:10]=1[CH3:11])=[O:4].Cl[C:23](OC1C=CC([N+]([O-])=O)=CC=1)=[O:24].Cl.[CH2:36]([NH:39][NH2:40])[CH:37]=[CH2:38].CCN(C(C)C)C(C)C>C(Cl)Cl.N1C=CC=CC=1.CC#N>[CH3:1][O:2][C:3]([C:5]1[CH:6]([C:14]2[CH:15]=[CH:16][C:17]([C:20]#[N:21])=[CH:18][CH:19]=2)[N:7]2[C:23](=[O:24])[N:39]([CH2:36][CH:37]=[CH2:38])[N:40]=[C:8]2[NH:9][C:10]=1[CH3:11])=[O:4] |f:2.3|. Reported procedure: Intermediate 4 (1.42 g, 5 mmol) was dissolved in a mixture of DCM (10 mL) and pyridine (10 mL) and cooled using an ice bath. A solution of 4-nitrophenyl chloroformate (0.955 mg, 4.75 mmol) in DCM (10 mL) was added dropwise, and the resulting solution was stirred at 0° C. for 1.5 hours, and then a solution of allyl hydrazine hydrochloride (1.0 g, 5.5 mmol) and DIPEA (3.75 mL, 22 mmol) in CH3CN (10 mL) was added in one portion. The resulting mixture was allowed to warm to RT, stirred for 4 hours, ... Reactants: N#N (N2), [NH4+].[Cl-] (NH4Cl), ClC1=C(COC(NC=2C=NN(C2)CC=2N=C(OC2)C(O[SiH2]C(C)(C)C)(C)C)=O)C=CC=C1 ({1-[2-(tert-butyl-dimethyl-silanyloxymethyl)-oxazol-4-ylmethyl]-1H-pyrazol-4-yl}-carbamic acid 2-chloro-benzyl ester), CCCC[N+](CCCC)(CCCC)CCCC.[F-] (TBAF), solution. The solvent is C1CCOC1 (THF), C1CCOC1 (THF). Reaction conditions: temperature 0 celsius, time 30 minute. Yields the product ClC1=C(COC(NC=2C=NN(C2)CC=2N=C(OC2)CO)=O)C=CC=C1 ([1-(2-Hydroxymethyl-oxazol-4-ylmethyl)-1H-pyrazol-4-yl]-carbamic acid 2-chloro-benzyl ester). As a reaction SMILES: N#N.[Cl:3][C:4]1[CH:34]=[CH:33][CH:32]=[CH:31][C:5]=1[CH2:6][O:7][C:8](=[O:30])[NH:9][C:10]1[CH:11]=[N:12][N:13]([CH2:15][C:16]2[N:17]=[C:18]([C:21](C)(C)[O:22][SiH2]C(C)(C)C)[O:19][CH:20]=2)[CH:14]=1.CCCC[N+](CCCC)(CCCC)CCCC.[F-].[NH4+].[Cl-]>C1COCC1>[Cl:3][C:4]1[CH:34]=[CH:33][CH:32]=[CH:31][C:5]=1[CH2:6][O:7][C:8](=[O:30])[NH:9][C:10]1[CH:11]=[N:12][N:13]([CH2:15][C:16]2[N:17]=[C:18]([CH2:21][OH:22])[O:19][CH:20]=2)[CH:14]=1 |f:2.3,4.5|. Procedure details: In a flame dried round-bottomed flask equipped with a magnetic stir bar and under inert atmosphere (N2), a solution of {1-[2-(tert-butyl-dimethyl-silanyloxymethyl)-oxazol-4-ylmethyl]-1H-pyrazol-4-yl}-carbamic acid 2-chloro-benzyl ester (313 mg, 0.65 mmol) in dry THF (5.0 mL) was treated at 0° C. with TBAF (1.0 mL of a 1M solution in THF, 1.00 mmol). The reaction mixture was stirred at 0° C. for 30 min. Sat. aq. NH4Cl (10 mL) was added, the layers separated and the aq. layer extracted with EA (3×... The reactants are COC=1C=CC2=C(SC(=C2C(C2=CC=C(C=C2)O)=O)C2=CC=C(C=C2)OC)C1 (6-Methoxy-2-(4-methoxyphenyl)-3-(4-hydroxybenzoyl)benzo[b]thiophene), CCOC(=O)/N=N/C(=O)OCC (DEAD), OC1CCN(CC1)CC (4-hydroxy-1-ethylpiperidine), C1(=CC=CC=C1)P(C1=CC=CC=C1)C1=CC=CC=C1 (triphenylphosphine). The product is COC=1C=CC2=C(SC(=C2C(C2=CC=C(C=C2)OC2CCN(CC2)CC)=O)C2=CC=C(C=C2)OC)C1 (6-Methoxy-2-(4-Methoxyphenyl)-3-(4-[1-Ethylpiperidin-4-oxy]benzoyl)benzo[b]thiophene). Isolated yield 55.0%. RXN SMILES: [CH3:1][O:2][C:3]1[CH:4]=[CH:5][C:6]2[C:10]([C:11](=[O:19])[C:12]3[CH:17]=[CH:16][C:15]([OH:18])=[CH:14][CH:13]=3)=[C:9]([C:20]3[CH:25]=[CH:24][C:23]([O:26][CH3:27])=[CH:22][CH:21]=3)[S:8][C:7]=2[CH:28]=1.O[CH:30]1[CH2:35][CH2:34][N:33]([CH2:36][CH3:37])[CH2:32][CH2:31]1.C1(P(C2C=CC=CC=2)C2C=CC=CC=2)C=CC=CC=1.CCOC(/N=N/C(OCC)=O)=O>>[CH3:1][O:2][C:3]1[CH:4]=[CH:5][C:6]2[C:10]([C:11](=[O:19])[C:12]3[CH:13]=[CH:14][C:15]([O:18][CH:30]4[CH2:35][CH2:34][N:33]([CH2:36][CH3:37])[CH2:32][CH2:31]4)=[CH:16][CH:17]=3)=[C:9]([C:20]3[CH:25]=[CH:24][C:23]([O:26][CH3:27])=[CH:22][CH:21]=3)[S:8][C:7]=2[CH:28]=1. Reported procedure: 6-Methoxy-2-(4-methoxyphenyl)-3-(4-hydroxybenzoyl)benzo[b]thiophene (1.17 g, 3.00 mmol), 4-hydroxy-1-ethylpiperidine (775 mg, 6.00 mmol), triphenylphosphine (1.57 g, 6.00 mmol), and DEAD (6.00 mmol) were converted to product by the procedure of Example 1 to give 827 mg of the title compound. Yield: 55%. MS(FD) 501(M+). EA calculated for C30H31NO4S: C, 71.83; H, 6.23; N, 2.79. Found: C, 71.61; H, 5.94; N, 2.69. Starting materials: [OH-].[Na+] (NaOH), C(C)OC(C(C1CC1)C#N)=O (cyano-cyclopropyl-acetic acid ethyl ester). Run in C1CCOC1 (THF). Reaction conditions: temperature 25 celsius, time 4 hour. The product is C(#N)C(C(=O)O)C1CC1 (cyano-cyclopropyl-acetic acid). Reaction SMILES: [OH-].[Na+].C([O:5][C:6](=[O:13])[CH:7]([C:11]#[N:12])[CH:8]1[CH2:10][CH2:9]1)C>C1COCC1>[C:11]([CH:7]([CH:8]1[CH2:10][CH2:9]1)[C:6]([OH:13])=[O:5])#[N:12] |f:0.1|. Procedure details: IN NaOH (3.26 ml, 3.26 mmol) was added to a solution of cyano-cyclopropyl-acetic acid ethyl ester (0.5 g, 3.26 mmol) in THF (15 ml). After 4 hours stirring at 25° C., the reaction mixture was evaporated in vacuo, re-dissolved in water (20 ml) and neutralized by the addition of 1N HCl solution (3.26 ml). This mixture was then extracted with EtOAc (3×20 ml) and the combined, dried (Na2SO4) organics evaporated ill vacuo to give impure cyano-cyclopropyl-acetic acid as a clear oil. This material was ...